From a dataset of the Open Reaction Database (ORD), a public repository of structured organic reaction records. describe an organic reaction: reactants, conditions, products, and yield Procedure details: Under argon, 38 mg (0.1 mmol) of 3-(2,3β-dihydro-6-methyl-13-nitro-8α-ergolinyl)-1,1-diethylurea in 2 ml of absolute, freshly distilled tetrahydrofuran is combined with 47 mg (0.24 mmol) of dimethylmethylthiosulfonium fluoroborate, and the mixture is agitated for 20 minutes at room temperature. For working-up purposes, the batch is poured on 10 ml of ice and rendered alkaline with 25% strength ammonia solution. The organic phase is extracted repeatedly with methylene chloride. The extracts are d... The product is CN1C[C@H](C[C@@H]2C=3C=C(C=C4N(C[C@@H](C[C@@H]12)C34)SC)[N+](=O)[O-])NC(N(CC)CC)=O (3-(2,3β-dihydro-6-methyl-1-methylthio-13-nitro-8α-ergolinyl)-1,1-diethylurea). Reaction SMILES: [CH3:1][N:2]1[C@H:16]2[C@@H:6]([C:7]3[CH:8]=[C:9]([N+:18]([O-:20])=[O:19])[CH:10]=[C:11]4[C:17]=3[C@H:14]([CH2:15]2)[CH2:13][NH:12]4)[CH2:5][C@H:4]([NH:21][C:22](=[O:28])[N:23]([CH2:26][CH3:27])[CH2:24][CH3:25])[CH2:3]1.F[B-](F)(F)F.[CH3:34][S+:35](C)SC.N>O1CCCC1>[CH3:1][N:2]1[C@H:16]2[C@@H:6]([C:7]3[CH:8]=[C:9]([N+:18]([O-:20])=[O:19])[CH:10]=[C:11]4[C:17]=3[C@H:14]([CH2:15]2)[CH2:13][N:12]4[S:35][CH3:34])[CH2:5][C@H:4]([NH:21][C:22](=[O:28])[N:23]([CH2:26][CH3:27])[CH2:24][CH3:25])[CH2:3]1 |f:1.2|. Solvent: O1CCCC1 (tetrahydrofuran). Yield: 64.6%. The reactants are CN1C[C@H](C[C@@H]2C=3C=C(C=C4NC[C@@H](C[C@@H]12)C34)[N+](=O)[O-])NC(N(CC)CC)=O (3-(2,3β-dihydro-6-methyl-13-nitro-8α-ergolinyl)-1,1-diethylurea), N (ammonia), F[B-](F)(F)F.C[S+](SC)C (dimethylmethylthiosulfonium fluoroborate), ice. Conditions: time 20 minute. Reactants: NC1=C(C(=NO1)C)Br (5-amino-4-bromo-3-methylisoxazole), ClC1=C(C=C(C(=C1)Cl)Cl)S(=O)(=O)Cl (2,4,5-trichlorobenzenesulfonyl chloride). The product is ClC1=C(C=C(C(=C1)Cl)Cl)S(=O)(=O)NC1=C(C(=NO1)C)Br (2,4,5-Trichloro-N-(4-bromo-3-methyl-5-isoxazolyl)benzenesulfonamide). Isolated yield 67.0%. Reaction SMILES: [NH2:1][C:2]1[O:6][N:5]=[C:4]([CH3:7])[C:3]=1[Br:8].[Cl:9][C:10]1[CH:15]=[C:14]([Cl:16])[C:13]([Cl:17])=[CH:12][C:11]=1[S:18](Cl)(=[O:20])=[O:19]>>[Cl:9][C:10]1[CH:15]=[C:14]([Cl:16])[C:13]([Cl:17])=[CH:12][C:11]=1[S:18]([NH:1][C:2]1[O:6][N:5]=[C:4]([CH3:7])[C:3]=1[Br:8])(=[O:20])=[O:19]. Reported procedure: 2,4,5-Trichloro-N-(4-bromo-3-methyl-5-isoxazolyl)benzenesulfonamide was prepared from 5-amino-4-bromo-3-methylisoxazole and 2,4,5-trichlorobenzenesulfonyl chloride according to the procedures described in Example 30. The crude product was purified by recrystallization from ethyl acetate/hexanes to give a crystalline solid, m.p. 179-182° C., yield 67%.